From a dataset of the Open Reaction Database (ORD), a public repository of structured organic reaction records. describe an organic reaction: reactants, conditions, products, and yield The solvent is C(C)(=O)OCC (ethyl acetate), O (water), C(C)O (ethanol). RXN SMILES: [NH:1]1[CH2:6][CH2:5][CH:4]([NH:7][C:8]2[O:9][C:10]3[C:16]([C:17]([OH:19])=O)=[CH:15][CH:14]=[CH:13][C:11]=3[N:12]=2)[CH2:3][CH2:2]1.[CH2:20]([O:22][C:23]1[CH:24]=[C:25]([CH:28]=[CH:29][C:30]=1[O:31][CH3:32])[CH:26]=O)[CH3:21].[CH:33]([N:36](C(C)C)[CH2:37]C)(C)C.C(O)(=O)C.C([BH3-])#N.[Na+]>C(O)C.C(OCC)(=O)C.O>[CH3:33][N:36]([CH3:37])[C:17]([C:16]1[C:10]2[O:9][C:8]([NH:7][CH:4]3[CH2:3][CH2:2][N:1]([CH2:26][C:25]4[CH:28]=[CH:29][C:30]([O:31][CH3:32])=[C:23]([O:22][CH2:20][CH3:21])[CH:24]=4)[CH2:6][CH2:5]3)=[N:12][C:11]=2[CH:13]=[CH:14][CH:15]=1)=[O:19] |f:4.5|. Isolated yield 92.1%. Reaction conditions: temperature 50 celsius. Procedure: To a solution of 2-(piperidin-4-ylamino)-benzooxazole-7-carboxylic acid (0.35 g, 1.32 mmol, 1.0 equiv) and 3-ethoxy-4-methoxy-benzaldehyde (0.26 g, 1.45 mmol, 1.1 equiv) in ethanol (2 mL) was added diisopropylethylamine (0.39 mL, 0.43 g, 3.3 mmol, 2.5 equiv) and acetic acid (0.16 g, 2.64 mmol, 2.0 equiv) and the mixture stirred at 50° C. After 1.5 h sodium cyano borohydride (0.21 g, 3.3 mmol, 2.5 equiv) was added and the mixture stirred at 50° C. over night. The solvent was removed under reduced... Reactants: N1CCC(CC1)NC=1OC2=C(N1)C=CC=C2C(=O)O (2-(piperidin-4-ylamino)-benzooxazole-7-carboxylic acid), C(C)OC=1C=C(C=O)C=CC1OC (3-ethoxy-4-methoxy-benzaldehyde), C(C)(C)N(CC)C(C)C (diisopropylethylamine), C(C)(=O)O (acetic acid), C(#N)[BH3-].[Na+] (sodium cyano borohydride). Yields the product CN(C(=O)C1=CC=CC=2N=C(OC21)NC2CCN(CC2)CC2=CC(=C(C=C2)OC)OCC)C (2-[1-(3-Ethoxy-4-methoxy-benzyl)-piperidin-4-ylamino]-benzooxazole-7-carboxylic acid dimethylamide). Starting materials: P(=O)([O-])([O-])[O-].[Na+].[Na+].[Na+] (sodium phosphate), [C@@]12(CNC[C@@H]2C1)C1=NC(=NO1)C (5-((1R,5R)-3-Azabicyclo[3.1.0]hexan-1-yl)-3-methyl-1,2,4-oxadiazole). The solvent is CO (methanol). The product is C12(CNCC2C1)C1=NC(=NO1)C (5-(3-Azabicyclo[3.1.0]hexan-1-yl)-3-methyl-1,2,4-oxadiazole). Reaction SMILES: P([O-])([O-])([O-])=O.[Na+].[Na+].[Na+].[C@:9]12([C:15]3[O:19][N:18]=[C:17]([CH3:20])[N:16]=3)[CH2:14][C@H:13]1[CH2:12][NH:11][CH2:10]2>CO>[C:9]12([C:15]3[O:19][N:18]=[C:17]([CH3:20])[N:16]=3)[CH2:14][CH:13]1[CH2:12][NH:11][CH2:10]2 |f:0.1.2.3|. Reported procedure: The combined mother liquors were evaporated and the salt was free-based in dichloromethane as described above for 106b prior to adding L-tartaric acid (400 mg, 2.66 mmol) in 20 mL of methanol. The exact recrystallization procedure was repeated as described above; obtained 168 mg of 5-((1R,5R)-3-azabicyclo[3.1.0]hexan-1-yl)-3-methyl-1,2,4-oxadiazole (106a). The optical purity (99.5%) was determined by HPLC analysis (Chiral Technologies Chiral-AGP, 4.0 mm×150 mm, 0.5% methanol, 20 mM sodium phosph... Starting materials: C(C)(=O)OCC (ethyl acetate), C(C1=CC=CO1)CC(=S)N (2-furfurylthioacetamide), C(C)(=O)OC(C)=O (acetic anhydride), N,N-dimethyl-aminopyridine. The solvent is N1=CC=CC=C1 (pyridine). Conditions: temperature 80 celsius, time 16 hour. Product: C(C)(=O)NC(CCC1=CC=CO1)=S (N-acetyl-2-furfurylthioacetamide). As a reaction SMILES: [CH2:1]([CH2:7][C:8]([NH2:10])=[S:9])[C:2]1[O:6][CH:5]=[CH:4][CH:3]=1.[C:11](OC(=O)C)(=[O:13])[CH3:12].C(OCC)(=O)C>N1C=CC=CC=1>[C:11]([NH:10][C:8](=[S:9])[CH2:7][CH2:1][C:2]1[O:6][CH:5]=[CH:4][CH:3]=1)(=[O:13])[CH3:12]. Reported procedure: 8.56 g (0.05 mol) of 2-furfurylthioacetamide, 5.61 g (0.055 mol) of acetic anhydride, and 6.11 g (0.05 mol) of N,N-dimethyl-aminopyridine were dissolved in 50 ml of pyridine. The mixture was stirred at 80° C. for 16 hours. The solvent was distilled away from the reaction mixture, and the residue thus obtained was added to ethyl acetate and washed successively with water, 1N hydrochloric acid, water three times, and brine. A resultant organic extract layer was dried, and the solvent was distilled...